From a dataset of the Open Reaction Database (ORD), a public repository of structured organic reaction records. describe an organic reaction: reactants, conditions, products, and yield Starting materials: O=C(O)C1Cc2cc(Br)cc3[nH]c(=O)c(=O)n1c23, CCN=C=NCCCN(C)C, Cl, NCc1ccccc1, CN(C)C=O, On1nnc2ccccc21. Yields the product O=C(NCc1ccccc1)C1Cc2cc(Br)cc3[nH]c(=O)c(=O)n1c23. Reaction SMILES: [Br:1][c:2]1[cH:3][c:4]2[c:5]3[n:6]([c:7](=[O:13])[c:8](=[O:12])[nH:9][c:10]3[cH:11]1)[CH:14]([C:16](=[O:17])[OH:18])[CH2:15]2.[CH2:27]([N:28]=[C:29]=[N:30][CH2:31][CH2:32][CH2:33][N:34]([CH3:35])[CH3:36])[CH3:37].[ClH:48].[NH2:19][CH2:20][c:21]1[cH:22][cH:23][cH:24][cH:25][cH:26]1.[O:49]=[CH:50][N:51]([CH3:52])[CH3:53].[OH:38][n:39]1[c:40]2[cH:41][cH:42][cH:43][cH:44][c:45]2[n:46][n:47]1>>[Br:1][c:2]1[cH:3][c:4]2[c:5]3[n:6]([c:7](=[O:13])[c:8](=[O:12])[nH:9][c:10]3[cH:11]1)[CH:14]([C:16](=[O:18])[NH:19][CH2:20][c:21]1[cH:22][cH:23][cH:24][cH:25][cH:26]1)[CH2:15]2. Starting materials: N1(CCCC1)C1=NC(=CC(=N1)NCCO)N1CCCC1 (2-[(2,6-Di--(1-pyrrolidinyl)pyrimidin-4-yl)amino]ethanol), BrC1C(CCCC1)=O (2-bromocyclohexanone), C(C)(C)N(C(C)C)CC (N,N-diisopropylethylamine). Run in C(C)#N (acetonitrile). The product is OCCN1C2=C(C=3CCCCC13)C(=NC(=N2)N2CCCC2)N2CCCC2 (9-(2-Hydroxyethyl)-2,4-di- 1-pyrrolidinyl-5,6,7,8-tetrahydro-9H-pyrimido[4,5-b]indole). As a reaction SMILES: [N:1]1([C:6]2[N:11]=[C:10]([NH:12][CH2:13][CH2:14][OH:15])[CH:9]=[C:8]([N:16]3[CH2:20][CH2:19][CH2:18][CH2:17]3)[N:7]=2)[CH2:5][CH2:4][CH2:3][CH2:2]1.Br[CH:22]1[CH2:27][CH2:26][CH2:25][CH2:24][C:23]1=O.C(N(CC)C(C)C)(C)C>C(#N)C>[OH:15][CH2:14][CH2:13][N:12]1[C:23]2[CH2:24][CH2:25][CH2:26][CH2:27][C:22]=2[C:9]2[C:8]([N:16]3[CH2:17][CH2:18][CH2:19][CH2:20]3)=[N:7][C:6]([N:1]3[CH2:5][CH2:4][CH2:3][CH2:2]3)=[N:11][C:10]1=2. Reported procedure: A mixture of 2-[(2,6-di-(1-pyrrolidinyl)pyrimidin-4-yl)amino]ethanol (VI, Example1, 5.55 g), 2-bromocyclohexanone (3.54 g), N,N-diisopropylethylamine (2.65 g) and acetonitrile (60 mL) is heated at reflux for 44 hr. The reaction mixture is cooled to 20°-25° and concentrated under reduced pressure. The residue is partitioned between methylene chloride and aqueous sodium bicarbonate solution. The organic phase is dried over sodium sulfate, filtered, and concentrated. Chromatography (silica gel, 2.5... Starting materials: COc1cc2nccc(Oc3ccc(N)cc3F)c2cc1OC, CCO, Cc1ccccc1, O=C(N=C=S)c1ccc(Cl)cc1. Product: COc1cc2nccc(Oc3ccc(NC(=S)NC(=O)c4ccc(Cl)cc4)cc3F)c2cc1OC. As a reaction SMILES: [CH3:1][O:2][c:3]1[cH:4][c:5]2[c:6]([O:15][c:16]3[c:17]([F:23])[cH:18][c:19]([NH2:20])[cH:21][cH:22]3)[cH:7][cH:8][n:9][c:10]2[cH:11][c:12]1[O:13][CH3:14].[CH3:24][CH2:25][OH:26].[CH3:39][c:40]1[cH:41][cH:42][cH:43][cH:44][cH:45]1.[Cl:27][c:28]1[cH:29][cH:30][c:31]([C:34](=[O:35])[N:36]=[C:37]=[S:38])[cH:32][cH:33]1>>[CH3:1][O:2][c:3]1[cH:4][c:5]2[c:6]([O:15][c:16]3[c:17]([F:23])[cH:18][c:19]([NH:20][C:37]([NH:36][C:34]([c:31]4[cH:30][cH:29][c:28]([Cl:27])[cH:33][cH:32]4)=[O:35])=[S:38])[cH:21][cH:22]3)[cH:7][cH:8][n:9][c:10]2[cH:11][c:12]1[O:13][CH3:14]. The reactants are O=C([O-])[O-], CCCCCCCC1CCC(CBr)CC1, CN(C)C=O, [K+], [K+], Oc1ccc(O)cc1. The product is CCCCCCCC1CCC(COc2ccc(O)cc2)CC1. RXN SMILES: [C:24](=[O:25])([O-:26])[O-:27].[CH2:1]([CH2:2][CH2:3][CH2:4][CH2:5][CH2:6][CH3:7])[CH:8]1[CH2:9][CH2:10][CH:11]([CH2:14][Br:15])[CH2:12][CH2:13]1.[CH3:30][N:31]([CH3:32])[CH:33]=[O:34].[K+:28].[K+:29].[OH:16][c:17]1[cH:18][cH:19][c:20]([OH:21])[cH:22][cH:23]1>>[CH2:1]([CH2:2][CH2:3][CH2:4][CH2:5][CH2:6][CH3:7])[CH:8]1[CH2:9][CH2:10][CH:11]([CH2:14][O:16][c:17]2[cH:18][cH:19][c:20]([OH:21])[cH:22][cH:23]2)[CH2:12][CH2:13]1. The reactants are CN1CC(c2ccccc2)C2(CCCN(C(=O)C(COCc3ccccc3)NC(=O)C(C)(C)NC(=O)OC(C)(C)C)C2)C1=O, ClCCl, O=C(O)C(F)(F)F. Yields the product CN1CC(c2ccccc2)C2(CCCN(C(=O)C(COCc3ccccc3)NC(=O)C(C)(C)N)C2)C1=O. RXN SMILES: [CH2:1]([c:2]1[cH:3][cH:4][cH:5][cH:6][cH:7]1)[O:8][CH2:9][CH:10]([C:11](=[O:12])[N:13]1[CH2:14][C:15]2([CH:16]([c:22]3[cH:23][cH:24][cH:25][cH:26][cH:27]3)[CH2:17][N:18]([CH3:21])[C:19]2=[O:20])[CH2:28][CH2:29][CH2:30]1)[NH:31][C:32]([C:33]([CH3:34])([CH3:35])[NH:36][C:37](=[O:38])[O:39][C:40]([CH3:41])([CH3:42])[CH3:43])=[O:44].[Cl:52][CH2:53][Cl:54].[F:45][C:46]([F:47])([F:48])[C:49]([OH:50])=[O:51]>>[CH2:1]([c:2]1[cH:3][cH:4][cH:5][cH:6][cH:7]1)[O:8][CH2:9][CH:10]([C:11](=[O:12])[N:13]1[CH2:14][C:15]2([CH:16]([c:22]3[cH:23][cH:24][cH:25][cH:26][cH:27]3)[CH2:17][N:18]([CH3:21])[C:19]2=[O:20])[CH2:28][CH2:29][CH2:30]1)[NH:31][C:32]([C:33]([CH3:34])([CH3:35])[NH2:36])=[O:44]. The reactants are FC(C(O)(O)C1=CC=C(C=C1)[N+](=O)[O-])(F)F (2,2,2-trifluoro-1-(4-nitro-phenyl)-ethane-1,1-diol), [H][H] (hydrogen). The reagents and catalysts are [Pd] (palladium on carbon). Run in C(C)O (ethanol). Yields the product NC1=CC=C(C=C1)C(C(F)(F)F)O (1-(4-amino-phenyl)-2,2,2-trifluoro-ethanol). The yield is 100.0%. RXN SMILES: [F:1][C:2]([F:16])([F:15])[C:3]([C:6]1[CH:11]=[CH:10][C:9]([N+:12]([O-])=O)=[CH:8][CH:7]=1)(O)[OH:4].[H][H]>[Pd].C(O)C>[NH2:12][C:9]1[CH:10]=[CH:11][C:6]([CH:3]([OH:4])[C:2]([F:1])([F:15])[F:16])=[CH:7][CH:8]=1. Reported procedure: A mixture of 2,2,2-trifluoro-1-(4-nitro-phenyl)-ethane-1,1-diol (1.1 g, 4.6 mmol), palladium on carbon (100 mg, 10%), and ethanol (50 ml) was treated with hydrogen gas on a Parr shaker (50 psi) for 1 hour. The mixture was filtered through celite under suction and the filtrate was concentrated under reduced pressure to afford 1-(4-amino-phenyl)-2,2,2-trifluoro-ethanol (100% yield).